This data is from the Open Reaction Database (ORD), a public repository of structured organic reaction records. The task is: describe an organic reaction: reactants, conditions, products, and yield Starting materials: ClC=1C=2N(C=CC1)C(=C(N2)C2=CC(=CC=C2)OC)C(C#C)O (1-[8-chloro-2-(3-methoxyphenyl)imidazo[1,2-α]pyridin-3-yl]-2-propyn-1-ol). The reagents and catalysts are [O-2].[O-2].[Mn+4] (manganese dioxide). Solvent: ClCCl (dichloromethane). Conditions: time 1.5 hour. Yields the product ClC=1C=2N(C=CC1)C(=C(N2)C2=CC(=CC=C2)OC)C(C#C)=O (1-[8-chloro-2-(3-methoxyphenyl)imidazo[1,2-α]pyridin-3-yl]-2-propyn-1-one). Isolated yield 78.7%. As a reaction SMILES: [Cl:1][C:2]1[C:3]2[N:4]([C:8]([CH:19]([OH:22])[C:20]#[CH:21])=[C:9]([C:11]3[CH:16]=[CH:15][CH:14]=[C:13]([O:17][CH3:18])[CH:12]=3)[N:10]=2)[CH:5]=[CH:6][CH:7]=1>ClCCl.[O-2].[O-2].[Mn+4]>[Cl:1][C:2]1[C:3]2[N:4]([C:8]([C:19](=[O:22])[C:20]#[CH:21])=[C:9]([C:11]3[CH:16]=[CH:15][CH:14]=[C:13]([O:17][CH3:18])[CH:12]=3)[N:10]=2)[CH:5]=[CH:6][CH:7]=1 |f:2.3.4|. Procedure details: To a solution of 1-[8-chloro-2-(3-methoxyphenyl)imidazo[1,2-α]pyridin-3-yl]-2-propyn-1-ol (870 mg, 2.78 mmol) in dichloromethane (150 mL) was added manganese dioxide (9.6 g, 111 mmol) and the resulting suspension was stirred at room temperature for 1.5 hours. The mixture was filtered through Celite. The filtrate was concentrated in vacuo to give 1-[8-chloro-2-(3-methoxyphenyl)imidazo[1,2-α]pyridin-3-yl]-2-propyn-1-one (680 mg, 78%) as a golden foam. 1H NMR (CDCl3): δ 9.66 (d, 1 H), 7.65 (d, 1 H)... RXN SMILES: [CH:1]([O:4][C:5](=[O:30])[NH:6][C@@H:7]1[CH2:29][C:10]2[N:11]([CH2:20][C:21]3[C:26]([O:27]C)=[CH:25][CH:24]=[CH:23][N:22]=3)[C:12]3[CH:13]=[CH:14][C:15]([C:18]#[N:19])=[CH:16][C:17]=3[C:9]=2[CH2:8]1)([CH3:3])[CH3:2].Cl.N1C=CC=CC=1.C(=O)([O-])[O-].[K+].[K+].ClC(OC(C)C)=O.C1(C)C=CC=CC=1.[OH-].[Na+]>O1CCCC1.O.CO>[CH:1]([O:4][C:5](=[O:30])[NH:6][C@@H:7]1[CH2:29][C:10]2[N:11]([CH2:20][C:21]3[C:26]([OH:27])=[CH:25][CH:24]=[CH:23][N:22]=3)[C:12]3[CH:13]=[CH:14][C:15]([C:18]#[N:19])=[CH:16][C:17]=3[C:9]=2[CH2:8]1)([CH3:3])[CH3:2] |f:1.2,3.4.5,8.9|. Yield: 74.8%. The reactants are solution, ClC(=O)OC(C)C (isopropyl chloroformate), C1(=CC=CC=C1)C (toluene), C(C)(C)OC(N[C@H]1CC2=C(N(C=3C=CC(=CC23)C#N)CC2=NC=CC=C2OC)C1)=O ((S)-4-((3-Methoxypyridin-2-yl)methyl)-7-cyano-1,2,3,4-tetrahydrocyclopenta[b]indol-2-ylcarbamic acid isopropyl ester), Cl.N1=CC=CC=C1 (pyridine hydrochloride), [OH-].[Na+] (sodium hydroxide), C([O-])([O-])=O.[K+].[K+] (Potassium carbonate). Run in O1CCCC1 (tetrahydrofuran), CO (methanol), O (water). Product: C(C)(C)OC(N[C@H]1CC2=C(N(C=3C=CC(=CC23)C#N)CC2=NC=CC=C2O)C1)=O ((S)-7-Cyano-4-((3-hydroxypyridin-2-yl)methyl)-1,2,3,4-tetrahydrocyclopenta[b]indol-2-ylcarbamic acid isopropyl ester). Procedure details: (S)-4-((3-Methoxypyridin-2-yl)methyl)-7-cyano-1,2,3,4-tetrahydrocyclopenta[b]indol-2-ylcarbamic acid isopropyl ester (4.59 g, 11.4 mmol) and pyridine hydrochloride (21.0 g, 182 mmol) are mixed with a magnetic stirrer in a 75 mL sealed vessel that is immersed in a preheated oil bath (170° C.). The solids melt within approximately 30 sec and are stirred for 60 min. The mixture is cooled to room temperature, transferred to another flask, and dissolved in tetrahydrofuran (100 mL) and water (100 mL).... Reaction conditions: time 30 second. Reactants: O=C(Cl)c1ccccc1, [Na+], [OH-], O, O=C(O)C1Cc2cc(O)c(O)cc2CN1. The product is O=C(O)C1Cc2cc(O)c(O)cc2CN1C(=O)c1ccccc1. Reaction SMILES: [C:16]([c:17]1[cH:18][cH:19][cH:20][cH:21][cH:22]1)(=[O:23])[Cl:24].[Na+:26].[OH-:25].[OH2:27].[OH:1][c:2]1[cH:3][c:4]2[c:9]([cH:10][c:11]1[OH:12])[CH2:8][NH:7][CH:6]([C:13](=[O:14])[OH:15])[CH2:5]2>>[OH:1][c:2]1[cH:3][c:4]2[c:9]([cH:10][c:11]1[OH:12])[CH2:8][N:7]([C:16]([c:17]1[cH:18][cH:19][cH:20][cH:21][cH:22]1)=[O:23])[CH:6]([C:13](=[O:14])[OH:15])[CH2:5]2. Starting materials: [Br-], Cn1ncnc1COS(C)(=O)=O, COCCOC, CN(C)C=O, COc1ccc2[nH]c(=O)c(C#N)c(-c3cccc(F)c3)c2c1, [H-], [Li+], [Na+]. The product is COc1ccc2c(c1)c(-c1cccc(F)c1)c(C#N)c(=O)n2Cc1ncnn1C. As a reaction SMILES: [Br-:26].[CH3:27][S:28]([O:29][CH2:32][c:33]1[n:34][cH:35][n:36][n:37]1[CH3:38])(=[O:30])=[O:31].[CH3:39][O:40][CH2:41][CH2:42][O:43][CH3:44].[CH3:45][N:46]([CH3:47])[CH:48]=[O:49].[F:1][c:2]1[cH:3][c:4](-[c:8]2[c:9]([C:21]#[N:22])[c:10](=[O:20])[nH:11][c:12]3[cH:13][cH:14][c:15]([O:18][CH3:19])[cH:16][c:17]23)[cH:5][cH:6][cH:7]1.[H-:23].[Li+:25].[Na+:24]>>[F:1][c:2]1[cH:3][c:4](-[c:8]2[c:9]([C:21]#[N:22])[c:10](=[O:20])[n:11]([CH2:32][c:33]3[n:34][cH:35][n:36][n:37]3[CH3:38])[c:12]3[cH:13][cH:14][c:15]([O:18][CH3:19])[cH:16][c:17]23)[cH:5][cH:6][cH:7]1. The reagents and catalysts are [Pd] (palladium on carbon). Run at time 50 minute. The reactants are C(C)(=O)O[C@@H]1C[C@@H]2[C@@H](C[C@H]3[C@@H]4CC[C@H]([C@@H](CCCC(C)C)C)[C@]4(CC[C@@H]3[C@]2(CC1)C)C)[N+](=O)[O-] (3β-acetoxy-6β-nitro-5α-cholestane), C(=O)[O-].[NH4+] (ammonium formate). As a reaction SMILES: [C:1]([O:4][C@H:5]1[CH2:29][CH2:28][C@@:27]2([CH3:30])[C@@H:7]([C@H:8]([N+:32]([O-])=O)[CH2:9][C@@H:10]3[C@@H:26]2[CH2:25][CH2:24][C@@:23]2([CH3:31])[C@H:11]3[CH2:12][CH2:13][C@@H:14]2[C@H:15]([CH3:22])[CH2:16][CH2:17][CH2:18][CH:19]([CH3:21])[CH3:20])[CH2:6]1)(=[O:3])[CH3:2].C([O-])=O.[NH4+]>C1COCC1.CO.[Pd].CCOCC>[C:1]([O:4][C@H:5]1[CH2:29][CH2:28][C@@:27]2([CH3:30])[C@@H:7]([C@H:8]([NH2:32])[CH2:9][C@@H:10]3[C@@H:26]2[CH2:25][CH2:24][C@@:23]2([CH3:31])[C@H:11]3[CH2:12][CH2:13][C@@H:14]2[C@H:15]([CH3:22])[CH2:16][CH2:17][CH2:18][CH:19]([CH3:21])[CH3:20])[CH2:6]1)(=[O:3])[CH3:2] |f:1.2|. Yields the product C(C)(=O)O[C@@H]1C[C@@H]2[C@@H](C[C@H]3[C@@H]4CC[C@H]([C@@H](CCCC(C)C)C)[C@]4(CC[C@@H]3[C@]2(CC1)C)C)N (3β-acetoxy-6β-amino-5α-cholestane). The solvent is C1CCOC1 (THF), CO (methanol), CCOCC (Et2O). Yield: 82.1%. Procedure details: To a solution of 3β-acetoxy-6β-nitro-5α-cholestane (0.474 g, 0.001 mole) in THF (5 mL) and methanol (5 mL) was added 10% palladium on carbon (50 mg) followed by ammonium formate (0.315 g, 5 equivalents). The resulting mixture was stirred at room temperature for 50 minutes then diluted with Et2O, filtered and evaporated in vacuo. Flash column chromatography (SiO2, 4:1, hexane:Et2O) gave 3β-acetoxy-6β-amino-5α-cholestane (0.366 g, 82%). The reactants are [Al+3], C1CCOC1, CCCCCCC(F)C(=O)OCC, [H-], [H-], [H-], [H-], [Li+], O. Yields the product CCCCCCC(F)CO. As a reaction SMILES: [Al+3:15].[CH2:21]1[O:22][CH2:23][CH2:24][CH2:25]1.[F:1][CH:2]([C:3](=[O:4])[O:5][CH2:6][CH3:7])[CH2:8][CH2:9][CH2:10][CH2:11][CH2:12][CH3:13].[H-:14].[H-:17].[H-:18].[H-:19].[Li+:16].[OH2:20]>>[F:1][CH:2]([CH2:3][OH:4])[CH2:8][CH2:9][CH2:10][CH2:11][CH2:12][CH3:13].